From a dataset of the Open Reaction Database (ORD), a public repository of structured organic reaction records. describe an organic reaction: reactants, conditions, products, and yield Starting materials: C([O-])([O-])=O.[K+].[K+] (potassium carbonate), CN(CCC1=CC=CC=C1)C1CCN(CC1)C(C1=CC(=CC=C1)N)=O (4-[N-methyl-N-(2-phenylethyl)amino]-1-(3-aminobenzoyl)piperidine), ice water, ClCCCCC(=O)Cl (5-chlorovaleryl chloride). The solvent is CC(=O)C (acetone), O (water). Reaction conditions: time 20 minute. The product is CN(CCC1=CC=CC=C1)C1CCN(CC1)C(C1=CC(=CC=C1)NC(CCCCCl)=O)=O (4-[N-methyl-N-(2-phenylethyl)amino]-1-[3-(5-chlorovalerylamino)benzoyl]piperidine). Reaction SMILES: C(=O)([O-])[O-].[K+].[K+].[CH3:7][N:8]([CH:17]1[CH2:22][CH2:21][N:20]([C:23](=[O:31])[C:24]2[CH:29]=[CH:28][CH:27]=[C:26]([NH2:30])[CH:25]=2)[CH2:19][CH2:18]1)[CH2:9][CH2:10][C:11]1[CH:16]=[CH:15][CH:14]=[CH:13][CH:12]=1.[Cl:32][CH2:33][CH2:34][CH2:35][CH2:36][C:37](Cl)=[O:38]>CC(C)=O.O>[CH3:7][N:8]([CH:17]1[CH2:22][CH2:21][N:20]([C:23](=[O:31])[C:24]2[CH:29]=[CH:28][CH:27]=[C:26]([NH:30][C:37](=[O:38])[CH2:36][CH2:35][CH2:34][CH2:33][Cl:32])[CH:25]=2)[CH2:19][CH2:18]1)[CH2:9][CH2:10][C:11]1[CH:16]=[CH:15][CH:14]=[CH:13][CH:12]=1 |f:0.1.2|. Reported procedure: 1.3 g of potassium carbonate was added to a solution of 2.0 g of 4-[N-methyl-N-(2-phenylethyl)amino]-1-(3-aminobenzoyl)piperidine in 30 ml of acetone and 20 ml of water. Thereto was dropwise added 0.9 ml of 5-chlorovaleryl chloride with ice-cooling. The mixture was stirred at the same temperature for 20 minutes. The reaction mixture was poured into ice water. The mixture was extracted with methylene chloride. The extract was washed with a saturated aqueous sodium chloride solution, dried with ma...